The task is: describe an organic reaction: reactants, conditions, products, and yield. This data is from the Open Reaction Database (ORD), a public repository of structured organic reaction records. The reactants are O=C(O)CC12CC3CC(CC(C3)C1)C2, [Cl-], Nc1cccc2c(=O)occc12, C1COCCO1. Product: O=C(CC12CC3CC(CC(C3)C1)C2)Nc1cccc2c(=O)occc12. As a reaction SMILES: [C:14]12([CH2:24][C:25](=[O:26])[OH:27])[CH2:15][CH:16]3[CH2:17][CH:18]([CH2:19][CH:20]([CH2:21]1)[CH2:22]3)[CH2:23]2.[Cl-:13].[NH2:1][c:2]1[c:3]2[cH:4][cH:5][o:6][c:7](=[O:12])[c:8]2[cH:9][cH:10][cH:11]1.[O:28]1[CH2:29][CH2:30][O:31][CH2:32][CH2:33]1>>[NH:1]([c:2]1[c:3]2[cH:4][cH:5][o:6][c:7](=[O:12])[c:8]2[cH:9][cH:10][cH:11]1)[C:25]([CH2:24][C:14]12[CH2:15][CH:16]3[CH2:17][CH:18]([CH2:19][CH:20]([CH2:21]1)[CH2:22]3)[CH2:23]2)=[O:26]. Reactants: BrCC(=O)C1=CC(=C(C=C1)OCC1=CC=CC=C1)COC (2-bromo-1-[3-(methoxymethyl)-4-(phenylmethoxy)phenyl]ethanone), FC1=CC=C(C=C1)CCOCCCCCNCC1=CC=CC=C1 (N-[5-(2-(4-fluorophenyl)ethoxy]pentyl]benzenemethanamine). The solvent is C1CCOC1 (THF). Yields the product FC1=CC=C(C=C1)CCOCCCCCNCC(O)C1=CC(=C(C=C1)O)COC (α-[[[5-[2-(4-Fluorophenyl)ethoxy]pentyl]amino]methyl]-4-hydroxy-3-(methoxy methyl)benzenemethanol). The yield is 49.9%. Reaction SMILES: Br[CH2:2][C:3]([C:5]1[CH:10]=[CH:9][C:8]([O:11]CC2C=CC=CC=2)=[C:7]([CH2:19][O:20][CH3:21])[CH:6]=1)=[O:4].[F:22][C:23]1[CH:28]=[CH:27][C:26]([CH2:29][CH2:30][O:31][CH2:32][CH2:33][CH2:34][CH2:35][CH2:36][NH:37]CC2C=CC=CC=2)=[CH:25][CH:24]=1>C1COCC1>[F:22][C:23]1[CH:24]=[CH:25][C:26]([CH2:29][CH2:30][O:31][CH2:32][CH2:33][CH2:34][CH2:35][CH2:36][NH:37][CH2:2][CH:3]([C:5]2[CH:10]=[CH:9][C:8]([OH:11])=[C:7]([CH2:19][O:20][CH3:21])[CH:6]=2)[OH:4])=[CH:27][CH:28]=1. Reported procedure: A solution of 2-bromo-1-[3-(methoxymethyl)-4-(phenylmethoxy)phenyl]ethanone (1.0 g), N-[5-(2-(4-fluorophenyl)ethoxy]pentyl]benzenemethanamine (0.91 g), and DEA (0.77 g) in THF (15 ml) was left at room temperature for 18 h, filtered and evaporated. The residue was hydrogenated over 10% Pd-C (0.5 g) and 5% Pt-C (0.5 g), filtered and evaporated. The resulting oil was purified by FCC eluting with System C (80:20:1) to give the title compound as a white solid (0.58 g) m.p. 86°-87°, t.l.c. (System C 8...